Dataset: the Open Reaction Database (ORD), a public repository of structured organic reaction records. Task: describe an organic reaction: reactants, conditions, products, and yield Reactants: BrC=1C=C2C(=CN1)N(N=C2I)C2OCCCC2 (5-bromo-3-iodo-1-(tetrahydro-2H-pyran-2-yl)-1H-pyrazolo[3,4-c]pyridine), CC1(OB(OC1(C)C)C=1C=C(C=NC1)N1CCC(CC1)NC(OC(C)(C)C)=O)C (tert-butyl 1-(5-(4,4,5,5-tetramethyl-1,3,2-dioxaborolan-2-yl)pyridin-3-yl)piperidin-4-ylcarbamate), C(C)(=O)[O-].[K+] (Potassium acetate). The reagents and catalysts are C1=CC=C(C=C1)P([C-]2C=CC=C2)C3=CC=CC=C3.C1=CC=C(C=C1)P([C-]2C=CC=C2)C3=CC=CC=C3.Cl[Pd]Cl.[Fe+2] (1,1′-Bis(diphenylphosphino)ferrocenepalladium (II) chloride). Solvent: C(C)#N (Acetonitrile), O (Water), C([O-])([O-])=O.[Na+].[Na+] (Sodium carbonate), O (Water). Conditions: temperature 80 celsius, time 1 hour. Product: BrC=1C=C2C(=CN1)N(N=C2C=2C=C(C=NC2)N2CCC(CC2)NC(OC(C)(C)C)=O)C2OCCCC2 (tert-butyl 1-(5-(5-bromo-1-(tetrahydro-2H-pyran-2-yl)-1H-pyrazolo[3,4-c]pyridin-3-yl)pyridin-3-yl)piperidin-4-ylcarbamate). The yield is 44.8%. RXN SMILES: [Br:1][C:2]1[CH:3]=[C:4]2[C:10](I)=[N:9][N:8]([CH:12]3[CH2:17][CH2:16][CH2:15][CH2:14][O:13]3)[C:5]2=[CH:6][N:7]=1.CC1(C)C(C)(C)OB([C:26]2[CH:27]=[C:28]([N:32]3[CH2:37][CH2:36][CH:35]([NH:38][C:39](=[O:45])[O:40][C:41]([CH3:44])([CH3:43])[CH3:42])[CH2:34][CH2:33]3)[CH:29]=[N:30][CH:31]=2)O1.C([O-])(=O)C.[K+]>C(#N)C.O.C(=O)([O-])[O-].[Na+].[Na+].C1C=CC(P(C2C=CC=CC=2)[C-]2C=CC=C2)=CC=1.C1C=CC(P(C2C=CC=CC=2)[C-]2C=CC=C2)=CC=1.Cl[Pd]Cl.[Fe+2]>[Br:1][C:2]1[CH:3]=[C:4]2[C:10]([C:26]3[CH:27]=[C:28]([N:32]4[CH2:33][CH2:34][CH:35]([NH:38][C:39](=[O:45])[O:40][C:41]([CH3:43])([CH3:42])[CH3:44])[CH2:36][CH2:37]4)[CH:29]=[N:30][CH:31]=3)=[N:9][N:8]([CH:12]3[CH2:17][CH2:16][CH2:15][CH2:14][O:13]3)[C:5]2=[CH:6][N:7]=1 |f:2.3,6.7.8,9.10.11.12|. Procedure: 5-bromo-3-iodo-1-(tetrahydro-2H-pyran-2-yl)-1H-pyrazolo[3,4-c]pyridine (0.0736 g, 0.180 mmol), tert-butyl 1-(5-(4,4,5,5-tetramethyl-1,3,2-dioxaborolan-2-yl)pyridin-3-yl)piperidin-4-ylcarbamate (0.080 g, 0.20 mmol) and 1,1′-Bis(diphenylphosphino)ferrocenepalladium (II) chloride (0.0221 g, 0.0270 mmol) were dissolved in Acetonitrile (3.00 mL), followed by the addition of 1.0 M of Potassium acetate in Water (0.270 mL) and 1.0 M of Sodium carbonate in Water (0.270 mL). The reaction was stirred at 80... The reactants are C[O-].[Na+] (sodium methoxide), C12CCCC(OC1=O)C2 (6-oxabicyclo[3.2.1]octan-7-one), CO (methanol), C(C)(=O)O (acetic acid). Conditions: time 2 hour. Yields the product COCO[C@H]1C[C@H](CCC1)C(=O)OC (Methyl cis-3-(methoxymethoxy)cyclohexanecarboxylate). Reaction SMILES: [CH:1]12[CH2:9][CH:5]([O:6][C:7]1=[O:8])[CH2:4][CH2:3][CH2:2]2.[CH3:10][O-:11].[Na+].[C:13](O)(=O)C.[CH3:17][OH:18]>>[CH3:10][O:11][CH2:17][O:18][C@@H:3]1[CH2:4][CH2:5][CH2:9][C@H:1]([C:7]([O:6][CH3:13])=[O:8])[CH2:2]1 |f:1.2|. Procedure: 15 g of 6-oxabicyclo[3.2.1]octan-7-one are dissolved in 150 ml of methanol, 13 g of sodium methoxide are added and the mixture is stirred at room temperature for 2 h. 13.7 ml of glacial acetic acid are then added, and most of the solvent is distilled off under reduced pressure. The residue is taken up in water and extracted three times with in each case 100 ml of ethyl acetate. The organic phases are dried over MgSO4 and then concentrated under reduced pressure. This gives 18.8 g of the methyl e... Reactants: C([O-])([O-])=O.[K+].[K+] (potassium carbonate), 2, OC(\C=C\CCCCCC)C1=NC2=CC=CC=C2C(=C1C)OC(C)=O ((trans-1-hydroxy-2-nonenyl)-3-methyl-4-acetoxyquinoline), CO (methanol), Cl (hydrochloric acid). The solvent is O (water), O (water). Reaction conditions: time 10 minute. Product: OC(\C=C\CCCCCC)C1=NC2=CC=CC=C2C(C1C)=O (2-(trans-1-hydroxy-2-nonenyl)-3-methyl-4-quinolone). Isolated yield 69.0%. As a reaction SMILES: C(=O)([O-])[O-].[K+].[K+].[OH:7][CH:8]([C:17]1[C:26]([CH3:27])=[C:25]([O:28]C(=O)C)[C:24]2[C:19](=[CH:20][CH:21]=[CH:22][CH:23]=2)[N:18]=1)/[CH:9]=[CH:10]/[CH2:11][CH2:12][CH2:13][CH2:14][CH2:15][CH3:16].CO.Cl>O>[OH:7][CH:8]([C:17]1[CH:26]([CH3:27])[C:25](=[O:28])[C:24]2[C:19](=[CH:20][CH:21]=[CH:22][CH:23]=2)[N:18]=1)/[CH:9]=[CH:10]/[CH2:11][CH2:12][CH2:13][CH2:14][CH2:15][CH3:16] |f:0.1.2|. Reported procedure: A solution of 502 mg (3.63 mmols) of potassium carbonate in 2 ml of water was added to a solution of 1.23 g (3.63 mmols) of 2 (trans-1-hydroxy-2-nonenyl)-3-methyl-4-acetoxyquinoline, 15 ml of water and 80 ml of methanol and stirred at room temperature for 10 minutes. After neutralization by addition of 1N hydrochloric acid, the solvent was distilled off under reduced pressure and 30 ml of chloroform was added to the resultant residue, followed by washing with water and drying with sodium sulfate... The reactants are BrC1=CC=C(CC=2N(C=C(N2)C2=C(C=C(C=C2)Cl)Cl)C2=CC=C(C=C2)N2CC(NS2(=O)=O)=O)C=C1 (5-{-4-[2-(4-Bromo-benzyl)-4-(2,4-dichloro-phenyl)-imidazol-1-yl]-phenyl}-1,2,5-thiadiazolidine-3-one-1,1-dioxide), C[Si](CCOCCl)(C)C (2-(trimethylsilyl)ethoxymethyl chloride). Yields the product BrC1=CC=C(CC=2N(C=C(N2)C2=C(C=C(C=C2)Cl)Cl)C2=CC=C(C=C2)N2CC(N(S2(=O)=O)COCC[Si](C)(C)C)=O)C=C1 (5-{4-[2-(4-bromo-benzyl)-4-(2,4-dichloro-phenyl)-imidazol-1-yl]-phenyl}-1,1-dioxo-2-(2-trimethylsilanyl-ethoxymethyl)-[1,2,5]thiadiazolidin-3-one). Reaction SMILES: [Br:1][C:2]1[CH:35]=[CH:34][C:5]([CH2:6][C:7]2[N:8]([C:20]3[CH:25]=[CH:24][C:23]([N:26]4[S:30](=[O:32])(=[O:31])[NH:29][C:28](=[O:33])[CH2:27]4)=[CH:22][CH:21]=3)[CH:9]=[C:10]([C:12]3[CH:17]=[CH:16][C:15]([Cl:18])=[CH:14][C:13]=3[Cl:19])[N:11]=2)=[CH:4][CH:3]=1.[CH3:36][Si:37]([CH3:44])([CH3:43])[CH2:38][CH2:39][O:40][CH2:41]Cl>>[Br:1][C:2]1[CH:35]=[CH:34][C:5]([CH2:6][C:7]2[N:8]([C:20]3[CH:21]=[CH:22][C:23]([N:26]4[S:30](=[O:32])(=[O:31])[N:29]([CH2:41][O:40][CH2:39][CH2:38][Si:37]([CH3:44])([CH3:43])[CH3:36])[C:28](=[O:33])[CH2:27]4)=[CH:24][CH:25]=3)[CH:9]=[C:10]([C:12]3[CH:17]=[CH:16][C:15]([Cl:18])=[CH:14][C:13]=3[Cl:19])[N:11]=2)=[CH:4][CH:3]=1. Procedure details: 5-{-4-[2-(4-Bromo-benzyl)-4-(2,4-dichloro-phenyl)-imidazol-1-yl]-phenyl}-1,2,5-thiadiazolidine-3-one-1,1-dioxide (592 mg, 1 mmol) was treated as described in general procedure L using 2-(trimethylsilyl)ethoxymethyl chloride (354 μL, 2 mmol) to give 5-{4-[2-(4-bromo-benzyl)-4-(2,4-dichloro-phenyl)-imidazol-1-yl]-phenyl}-1,1-dioxo-2-(2-trimethylsilanyl-ethoxymethyl)-[1,2,5]thiadiazolidin-3-one. The reactants are ClCCl, CC(C)(C)OC(=O)NC1C(=O)N2C(C(=O)OC(c3ccccc3)c3ccccc3)=C(CC=O)CSC12, Cl, c1ccc(OP(Oc2ccccc2)Oc2ccccc2)cc1, c1ccncc1. The product is CC(C)(C)OC(=O)NC1C(=O)N2C(C(=O)OC(c3ccccc3)c3ccccc3)=C(CC(Cl)Cl)CSC12, Cl, c1ccc(OP(Oc2ccccc2)Oc2ccccc2)cc1. RXN SMILES: [CH2:66]([Cl:67])[Cl:68].[CH:24]([c:25]1[cH:26][cH:27][cH:28][cH:29][cH:30]1)([c:31]1[cH:32][cH:33][cH:34][cH:35][cH:36]1)[O:37][C:38](=[O:39])[C:40]1=[C:47]([CH2:48][CH:49]=[O:50])[CH2:46][S:45][CH:44]2[N:41]1[C:42](=[O:59])[CH:43]2[NH:51][C:52](=[O:53])[O:54][C:55]([CH3:56])([CH3:57])[CH3:58].[Cl:23].[P:1]([O:2][c:3]1[cH:4][cH:5][cH:6][cH:7][cH:8]1)([O:9][c:10]1[cH:11][cH:12][cH:13][cH:14][cH:15]1)[O:16][c:17]1[cH:18][cH:19][cH:20][cH:21][cH:22]1.[cH:60]1[cH:61][cH:62][n:63][cH:64][cH:65]1>>[CH:24]([c:25]1[cH:26][cH:27][cH:28][cH:29][cH:30]1)([c:31]1[cH:32][cH:33][cH:34][cH:35][cH:36]1)[O:37][C:38](=[O:39])[C:40]1=[C:47]([CH2:48][CH:66]([Cl:67])[Cl:68])[CH2:46][S:45][CH:44]2[N:41]1[C:42](=[O:59])[CH:43]2[NH:51][C:52](=[O:53])[O:54][C:55]([CH3:56])([CH3:57])[CH3:58].[Cl:23].[P:1]([O:2][c:3]1[cH:4][cH:5][cH:6][cH:7][cH:8]1)([O:9][c:10]1[cH:11][cH:12][cH:13][cH:14][cH:15]1)[O:16][c:17]1[cH:18][cH:19][cH:20][cH:21][cH:22]1. Reactants: C1(CC1)C=1C=NC=C(C1N1CCN(CC1)C)[N+](=O)[O-] (1-(3-cyclopropyl-5-nitro-4-pyridyl)-4-methyl-piperazine), [H][H] (hydrogen). The reagents and catalysts are [Pd] (Pd on carbon). Run in CO (methanol). The product is C1(CC1)C=1C(=C(C=NC1)N)N1CCN(CC1)C (5-cyclopropyl-4-(4-methylpiperazin-1-yl)pyridin-3-amine). Reaction SMILES: [CH:1]1([C:4]2[CH:5]=[N:6][CH:7]=[C:8]([N+:17]([O-])=O)[C:9]=2[N:10]2[CH2:15][CH2:14][N:13]([CH3:16])[CH2:12][CH2:11]2)[CH2:3][CH2:2]1.[H][H]>CO.[Pd]>[CH:1]1([C:4]2[C:9]([N:10]3[CH2:11][CH2:12][N:13]([CH3:16])[CH2:14][CH2:15]3)=[C:8]([NH2:17])[CH:7]=[N:6][CH:5]=2)[CH2:3][CH2:2]1. Procedure: To a solution of 1-(3-cyclopropyl-5-nitro-4-pyridyl)-4-methyl-piperazine (220.4 mg, 0.8403 mmol) in methanol (25 mL) was added Pd on carbon (10%, Degussa, 6.387 mg, 0.006002 mmol). The reaction mixture was stirred at room temperature under a balloon of hydrogen, for 7 h. The reaction was filtered through a plug of Celite, washed with MeOH and the filtrate was concentrated in vacuo yielding 5-cyclopropyl-4-(4-methylpiperazin-1-yl)pyridin-3-amine as an orange residue. (194 mg, 99%). Conditions: time 3 hour. The solvent is C(Cl)Cl (CH2Cl2). Isolated yield 93.5%. Reported procedure: TFA (1 mL) was added to a stirred solution of N-{5-chloro-2-[(3,3-difluoroazetidin-1-yl)methyl]benzyl}-1-(tert-butoxycarbonyl)-L-prolinamide (64.2 mg, 0.14 mmol) in CH2Cl2 (2 ml) at 0° C. After 3 h, another 0.3 mL TFA was added. After 30 additional min the reaction mixture was concentrated and the residue was partitioned between CH2Cl2 and 10% NaHCO3. The CH2Cl2 layer was washed with water and brine, dried (Na2SO4) and evaporated to give N-{5-chloro-2-[(3,3-difluoroazetidin-1-yl)methyl]benzyl}-L... Product: ClC=1C=CC(=C(CNC([C@H]2NCCC2)=O)C1)CN1CC(C1)(F)F (N-{5-chloro-2-[(3,3-difluoroazetidin-1-yl)methyl]benzyl}-L-prolinamide). Starting materials: C(=O)(C(F)(F)F)O (TFA), ClC=1C=CC(=C(CNC([C@H]2N(CCC2)C(=O)OC(C)(C)C)=O)C1)CN1CC(C1)(F)F (N-{5-chloro-2-[(3,3-difluoroazetidin-1-yl)methyl]benzyl}-1-(tert-butoxycarbonyl)-L-prolinamide), C(=O)(C(F)(F)F)O (TFA). Reaction SMILES: C(O)(C(F)(F)F)=O.[Cl:8][C:9]1[CH:10]=[CH:11][C:12]([CH2:31][N:32]2[CH2:35][C:34]([F:37])([F:36])[CH2:33]2)=[C:13]([CH:30]=1)[CH2:14][NH:15][C:16](=[O:29])[C@@H:17]1[CH2:21][CH2:20][CH2:19][N:18]1C(OC(C)(C)C)=O>C(Cl)Cl>[Cl:8][C:9]1[CH:10]=[CH:11][C:12]([CH2:31][N:32]2[CH2:33][C:34]([F:37])([F:36])[CH2:35]2)=[C:13]([CH:30]=1)[CH2:14][NH:15][C:16](=[O:29])[C@@H:17]1[CH2:21][CH2:20][CH2:19][NH:18]1.